Dataset: the Open Reaction Database (ORD), a public repository of structured organic reaction records. Task: describe an organic reaction: reactants, conditions, products, and yield The reactants are O[C@@H]1[C@@H]([C@]2(CC=3C(OC(C3C)=O)=CC2=CC1)C)C ((4aR*,5R*,6S*)-6-Hydroxy-4a,5,6,7-tetrahydro-3,4a,5-trimethylnaphtho[2,3-b]furan-2(4H)-one), C1(=CC=CS1)C(=O)Cl (2-thenoyl chloride). Product: C1(=CC=CS1)C(=O)O[C@@H]1[C@@H]([C@]2(CC=3C(OC(C3C)=O)=CC2=CC1)C)C ((4aR*,5R*,6S*)-4a,5,6,7-Tetrahydro-6-(2-thenoyl)oxy-3,4a,5-trimethylnaphtho[2,3-b]furan-2(4H)-one). RXN SMILES: [OH:1][C@H:2]1[CH2:16][CH:15]=[C:14]2[C@:4]([CH3:17])([CH2:5][C:6]3[C:7](=[CH:13]2)[O:8][C:9](=[O:12])[C:10]=3[CH3:11])[C@H:3]1[CH3:18].[C:19]1([C:24](Cl)=[O:25])[S:23][CH:22]=[CH:21][CH:20]=1>>[C:19]1([C:24]([O:1][C@H:2]2[CH2:16][CH:15]=[C:14]3[C@:4]([CH3:17])([CH2:5][C:6]4[C:7](=[CH:13]3)[O:8][C:9](=[O:12])[C:10]=4[CH3:11])[C@H:3]2[CH3:18])=[O:25])[S:23][CH:22]=[CH:21][CH:20]=1. Reported procedure: The title compound was prepared in the same manner as in Example B2, except that the compound prepared in Example B1 was reacted with 2-thenoyl chloride. Reactants: COc1ccc2c(c1)OCC(c1ccc(C(F)(F)F)cc1)C2c1ccc(OCCN2CCCCC2)cc1, Cl, c1ccncc1. The product is Oc1ccc2c(c1)OCC(c1ccc(C(F)(F)F)cc1)C2c1ccc(OCCN2CCCCC2)cc1. As a reaction SMILES: [CH3:1][O:2][c:3]1[cH:4][cH:5][c:6]2[c:11]([cH:12]1)[O:10][CH2:9][CH:8]([c:13]1[cH:14][cH:15][c:16]([C:19]([F:20])([F:21])[F:22])[cH:17][cH:18]1)[CH:7]2[c:23]1[cH:24][cH:25][c:26]([O:29][CH2:30][CH2:31][N:32]2[CH2:33][CH2:34][CH2:35][CH2:36][CH2:37]2)[cH:27][cH:28]1.[ClH:38].[n:39]1[cH:40][cH:41][cH:42][cH:43][cH:44]1>>[OH:2][c:3]1[cH:4][cH:5][c:6]2[c:11]([cH:12]1)[O:10][CH2:9][CH:8]([c:13]1[cH:14][cH:15][c:16]([C:19]([F:20])([F:21])[F:22])[cH:17][cH:18]1)[CH:7]2[c:23]1[cH:24][cH:25][c:26]([O:29][CH2:30][CH2:31][N:32]2[CH2:33][CH2:34][CH2:35][CH2:36][CH2:37]2)[cH:27][cH:28]1. The reactants are C(C)(C)(C)OC(CCC1=C(C=C(C=C1)OCCC=1N=C(OC1C)C1=CC=C(C=C1)C=1C=NC=CC1)CNC(=O)OC(C)C)=O (3-(2-(isopropoxycarbonylamino-methyl)-4-{2-[5-methyl-2-(4-pyridin-3-yl-phenyl)-oxazol-4-yl]-ethoxy}-phenyl)-propionic acid tert-butyl ester), Cl (HCl). Run in C1CCOC1 (THF). Product: C(C)(C)OC(=O)NCC1=C(C=CC(=C1)OCCC=1N=C(OC1C)C1=CC=C(C=C1)C=1C=NC=CC1)CCC(=O)O (3-(2-(Isopropoxycarbonylamino-methyl)-4-{2-[5-methyl-2-(4-pyridin-3-yl-phenyl)-oxazol-4-yl]-ethoxy}-phenyl)-propionic acid). As a reaction SMILES: C([O:5][C:6](=[O:44])[CH2:7][CH2:8][C:9]1[CH:14]=[CH:13][C:12]([O:15][CH2:16][CH2:17][C:18]2[N:19]=[C:20]([C:24]3[CH:29]=[CH:28][C:27]([C:30]4[CH:31]=[N:32][CH:33]=[CH:34][CH:35]=4)=[CH:26][CH:25]=3)[O:21][C:22]=2[CH3:23])=[CH:11][C:10]=1[CH2:36][NH:37][C:38]([O:40][CH:41]([CH3:43])[CH3:42])=[O:39])(C)(C)C.Cl>C1COCC1>[CH:41]([O:40][C:38]([NH:37][CH2:36][C:10]1[CH:11]=[C:12]([O:15][CH2:16][CH2:17][C:18]2[N:19]=[C:20]([C:24]3[CH:25]=[CH:26][C:27]([C:30]4[CH:31]=[N:32][CH:33]=[CH:34][CH:35]=4)=[CH:28][CH:29]=3)[O:21][C:22]=2[CH3:23])[CH:13]=[CH:14][C:9]=1[CH2:8][CH2:7][C:6]([OH:44])=[O:5])=[O:39])([CH3:43])[CH3:42]. Reported procedure: This ester (225 mg, 0.375 mmol) was dissolved in THF (15 mL) and treated with 1N HCl (1 mL). The mixture was heated at reflux for 7 h, cooled, and concentrated. The residue was azeotroped twice with acetonitrile and dried in a vacuum oven to give the title compound, isolated as the HCl salt (140 mg, 64%). 1H NMR (DMSO-d6) δ1.15 (d, 6H), 2.41 (s, 3H), 2.45 (t, 2H), 2.76 (t, 2H), 2.95 (t, 2H), 4.17 (overlapping t and d, 4H), 4.75 q, 1H), 6.77 (m, 2H), 7.07 (dd, 1H), 7.55 (t, 1H), 8.02 (m, 4H), 8.7... The reactants are C(=O)([O-])[O-].[K+].[K+] (K2CO3), O1C2=C(C=CC=3C[C@@H]4[C@@H]5[C@@H](CC([C@H]1[C@@]5(C23)CCN4C)=O)CC)OC (4,5α-Epoxy-8α-ethyl-3-methoxy-17-methylmorphinan-6-one), N#CBr (cyanogen bromide). Solvent: C(Cl)(Cl)Cl (chloroform), C(Cl)(Cl)Cl (chloroform). Yields the product C(#N)N1[C@H]2[C@@H]3[C@@H](CC([C@H]4[C@@]3(C=3C(=C(C=CC3C2)OC)O4)CC1)=O)CC (17-Cyano-4,5α-epoxy-8α-ethyl-3-methoxymorphinan-6-one). Isolated yield 94.0%. Reaction SMILES: [O:1]1[C@@H:13]2[C@@:14]34[CH2:16][CH2:17][N:18]([CH3:19])[C@@H:8]([C@@H:9]3[C@H:10]([CH2:21][CH3:22])[CH2:11][C:12]2=[O:20])[CH2:7][C:6]2=[C:15]4[C:2]1=[C:3]([O:23][CH3:24])[CH:4]=[CH:5]2.C([O-])([O-])=O.[K+].[K+].[N:31]#CBr>C(Cl)(Cl)Cl>[C:19]([N:18]1[CH2:17][CH2:16][C@:14]23[C:15]4[C:2]5[O:1][C@H:13]2[C:12](=[O:20])[CH2:11][C@@H:10]([CH2:21][CH3:22])[C@H:9]3[C@H:8]1[CH2:7][C:6]=4[CH:5]=[CH:4][C:3]=5[O:23][CH3:24])#[N:31] |f:1.2.3|. Procedure details: 4,5α-Epoxy-8α-ethyl-3-methoxy-17-methylmorphinan-6-one 3 (6.50 g, 19.8 mmole) was dissolved in chloroform (100 ml). After the addition of K2CO3 (4.12 g, 29.8 mmole), the stirred suspension was treated dropwise with a solution of cyanogen bromide (2.50 g, 23.8 mmole) in 50 ml of chloroform. After the addition was complete, the mixture was heated to reflux and refluxed for 2 hours. Cooling was followed by removal of the insoluble material by filtration. The filtrate was evaporated to a residue whi... The reactants are OCCNCCCCC1=CC=C(C#N)C=C1 (4-[4-[(2-hydroxyethyl)amino]butyl]benzonitrile), BrCCCSCCC (1-bromo-3-(propylthio)propane), C([O-])([O-])=O.[K+].[K+] (potassium-carbonate). Solvent: C(C)(C)O (isopropanol). Yields the product OCCN(CCCCC1=CC=C(C#N)C=C1)CCCSCCC (4-[4-[(2-hydroxyethyl)[3-(propylthio)propyl]amino]butyl]benzonitrile). RXN SMILES: [OH:1][CH2:2][CH2:3][NH:4][CH2:5][CH2:6][CH2:7][CH2:8][C:9]1[CH:16]=[CH:15][C:12]([C:13]#[N:14])=[CH:11][CH:10]=1.Br[CH2:18][CH2:19][CH2:20][S:21][CH2:22][CH2:23][CH3:24].C(=O)([O-])[O-].[K+].[K+]>C(O)(C)C>[OH:1][CH2:2][CH2:3][N:4]([CH2:18][CH2:19][CH2:20][S:21][CH2:22][CH2:23][CH3:24])[CH2:5][CH2:6][CH2:7][CH2:8][C:9]1[CH:10]=[CH:11][C:12]([C:13]#[N:14])=[CH:15][CH:16]=1 |f:2.3.4|. Reported procedure: 5.0 g of 4-[4-[(2-hydroxyethyl)amino]butyl]benzonitrile and 4.9 g of 1-bromo-3-(propylthio)propane were dissolved in 50 ml of isopropanol. 6.3 g of potassium-carbonate was added and the mixture was refluxed over night and thereafter filtrated and evaporated. The oily residue was purified by column chromotography. Yield: 4.3 g of the title compound. As a reaction SMILES: C([N-]C(C)C)(C)C.[Li+].[Br:9][C:10]1[CH:15]=[CH:14][C:13]([CH2:16][C:17]#[N:18])=[C:12]([CH3:19])[CH:11]=1.Br[CH2:21][C:22]([O:24][CH3:25])=[O:23].[NH4+].[Cl-]>C1COCC1.O>[CH3:25][O:24][C:22](=[O:23])[CH2:21][CH:16]([C:13]1[CH:14]=[CH:15][C:10]([Br:9])=[CH:11][C:12]=1[CH3:19])[C:17]#[N:18] |f:0.1,4.5|. Run in C1CCOC1 (THF), O (Water). Procedure details: Lithium diisopropylamide (2 M in THF, 110 mL) was added dropwise at −78° C. to a solution of (4-bromo-2-methyl-phenyl)-acetonitrile (38.55 g, 0.1835 mol) in THF (400 mL). The reaction mixture was stirred for 10 minutes and methyl bromoacetate (16.87 mL, 0.1835 mol) was added. The resulting mixture was stirred at −78° C. for 2 hours. A saturated solution of NH4Cl was then added at −78° C. and the resulting mixture was warmed to room temperature. Water was added and the mixture was extracted with ... The reactants are BrCC(=O)OC (methyl bromoacetate), [NH4+].[Cl-] (NH4Cl), C(C)(C)[N-]C(C)C.[Li+] (Lithium diisopropylamide), BrC1=CC(=C(C=C1)CC#N)C ((4-bromo-2-methyl-phenyl)-acetonitrile). Run at time 10 minute. The yield is 83.2%. The product is COC(CC(C#N)C1=C(C=C(C=C1)Br)C)=O (3-(4-bromo-2-methyl-phenyl)-3-cyano-propionic acid methyl ester).